This data is from the Open Reaction Database (ORD), a public repository of structured organic reaction records. The task is: describe an organic reaction: reactants, conditions, products, and yield Starting materials: BrC1=CC=C(C=C1)S(=O)(=O)N (4-bromobenzenesulfonamide), C1(=CC=CC=C1)B(O)O (phenylboronic acid). Product: C1(=CC=CC=C1)C1=CC=C(C=C1)S(=O)(=O)N (4-phenylbenzenesulfonamide). Yield: 56.6%. As a reaction SMILES: Br[C:2]1[CH:7]=[CH:6][C:5]([S:8]([NH2:11])(=[O:10])=[O:9])=[CH:4][CH:3]=1.[C:12]1(B(O)O)[CH:17]=[CH:16][CH:15]=[CH:14][CH:13]=1>>[C:12]1([C:2]2[CH:7]=[CH:6][C:5]([S:8]([NH2:11])(=[O:10])=[O:9])=[CH:4][CH:3]=2)[CH:17]=[CH:16][CH:15]=[CH:14][CH:13]=1. Reported procedure: Using preparation method 2, 4-bromobenzenesulfonamide (472 mg, 2 mmol) was reacted with phenylboronic acid (268 mg, 2.2 mmol). Purification by washing with hot toluene followed by filtration gave 4-phenylbenzenesulfonamide as an off-white crystalline solid (264 mg, 55%). NMR 1H (ppm, CDCl3): 7.87 (d, J3=8.6 Hz, 2H), 7.83 (d, J3=8.7 Hz, 2H), 7.70 (d, J3=7.2 Hz, 2H), 7.48 (t, J3=7.3 Hz), 7.40 (t, J3=7.1 Hz, 1H). Reactants: CCO, ClCCl, [Na+], C1CCOC1, [OH-], CS(=O)(=O)c1ccc(C(=CC2CCCCO2)c2cc3cccnc3n2S(=O)(=O)c2ccccc2)cc1. Product: CS(=O)(=O)c1ccc(C(=CC2CCCCO2)c2cc3cccnc3[nH]2)cc1. Reaction SMILES: [CH3:39][CH2:40][OH:41].[Cl:47][CH2:48][Cl:49].[Na+:38].[O:42]1[CH2:43][CH2:44][CH2:45][CH2:46]1.[OH-:37].[c:1]1([S:2](=[O:3])(=[O:4])[n:10]2[c:11]([C:19](=[CH:20][CH:21]3[O:22][CH2:23][CH2:24][CH2:25][CH2:26]3)[c:27]3[cH:28][cH:29][c:30]([S:33](=[O:34])(=[O:35])[CH3:36])[cH:31][cH:32]3)[cH:12][c:13]3[c:14]2[n:15][cH:16][cH:17][cH:18]3)[cH:5][cH:6][cH:7][cH:8][cH:9]1>>[nH:10]1[c:11]([C:19](=[CH:20][CH:21]2[O:22][CH2:23][CH2:24][CH2:25][CH2:26]2)[c:27]2[cH:28][cH:29][c:30]([S:33](=[O:34])(=[O:35])[CH3:36])[cH:31][cH:32]2)[cH:12][c:13]2[c:14]1[n:15][cH:16][cH:17][cH:18]2. Starting materials: OC(CCCCCCCCCCCCCCCCC(=O)O)(O)O (Trihydroxystearic Acid), [N+](=O)(O)[O-] (HNO3), N(=O)[O-].[Na+] (sodium nitrite). Reagents/catalysts: C(CCCCCCC\C=C/C[C@H](O)CCCCCC)(=O)[O-].[Zn+2].C(CCCCCCC\C=C/C[C@H](O)CCCCCC)(=O)[O-] (Zinc Ricinoleate). Solvent: O (water). Reaction conditions: time 10 minute. Product: C(CCCCCCC\C=C\C[C@H](O)CCCCCC)(=O)O (ricinelaidic acid). RXN SMILES: [OH:1][C:2]([OH:23])(O)[CH2:3][CH2:4][CH2:5][CH2:6][CH2:7][CH2:8][CH2:9][CH2:10][CH2:11][CH2:12][CH2:13][CH2:14][CH2:15][CH2:16][CH2:17][CH2:18][C:19](O)=O.[N+]([O-])(O)=[O:25].N([O-])=O.[Na+]>O.C([O-])(=O)CCCCCCC/C=C\C[C@@H](CCCCCC)O.[Zn+2].C([O-])(=O)CCCCCCC/C=C\C[C@@H](CCCCCC)O>[C:2]([OH:23])(=[O:1])[CH2:3][CH2:4][CH2:5][CH2:6][CH2:7][CH2:8][CH2:9]/[CH:10]=[CH:11]/[CH2:12][C@@H:13]([CH2:14][CH2:15][CH2:16][CH2:17][CH2:18][CH3:19])[OH:25] |f:2.3,5.6.7|. Procedure: The castor oil acids from 50 kg of castor oil, obtained according to (1) and (2), are warmed in the crude state with 20 l of 50% strength HNO3 (50°-60°). A solution of 1.2 kg of sodium nitrite in 15 l of water is run in whilst stirring well, and the mixture is kept at 50°-60° C. for a further 10 minutes and then rapidly cooled, for example by pouring it onto ice. The reaction product separated from the aqueous phase can be further processed in the crude state like castor oil acid; the pure ricin... Starting materials: ClCC1=CC=C(C=C1)C1=C(N=C(N1)C1=CC=C(C=C1)[N+](=O)[O-])C(=O)NC=1SC=CN1 (5-(4-chloromethylphenyl)-2-(4-nitrophenyl)-N-(2-thiazolyl)imidazole-4-carboxamide), CN1CCNCC1 (1-methylpiperazine). The product is Cl.Cl.Cl.CN1CCN(CC1)CC1=CC=C(C=C1)C1=C(N=C(N1)C1=CC=C(C=C1)[N+](=O)[O-])C(=O)NC=1SC=CN1 (5-(4-(4-methylpiperazin-1-ylmethyl)-phenyl)-2-(4-nitrophenyl)-N-(2-thiazolyl)imidazole-4-carboxamide trihydrochloride). Yield: 177.5%. RXN SMILES: [Cl:1][CH2:2][C:3]1[CH:8]=[CH:7][C:6]([C:9]2[NH:13][C:12]([C:14]3[CH:19]=[CH:18][C:17]([N+:20]([O-:22])=[O:21])=[CH:16][CH:15]=3)=[N:11][C:10]=2[C:23]([NH:25][C:26]2[S:27][CH:28]=[CH:29][N:30]=2)=[O:24])=[CH:5][CH:4]=1.[CH3:31][N:32]1[CH2:37][CH2:36][NH:35][CH2:34][CH2:33]1>>[ClH:1].[ClH:1].[ClH:1].[CH3:31][N:32]1[CH2:37][CH2:36][N:35]([CH2:2][C:3]2[CH:8]=[CH:7][C:6]([C:9]3[NH:13][C:12]([C:14]4[CH:19]=[CH:18][C:17]([N+:20]([O-:22])=[O:21])=[CH:16][CH:15]=4)=[N:11][C:10]=3[C:23]([NH:25][C:26]3[S:27][CH:28]=[CH:29][N:30]=3)=[O:24])=[CH:5][CH:4]=2)[CH2:34][CH2:33]1 |f:2.3.4.5|. Reported procedure: 5-(4-Chloromethylphenyl)-2-(4-nitrophenyl)-N-(2-thiazolyl)-imidazole-4-carboxamide (900 mg) obtained in Example 94 and 1-methylpiperazine (309 mg) were reacted and treated in the same manner as in Example 95 to give 5-(4-(4-methylpiperazin-1-ylmethyl)-phenyl)-2-(4-nitrophenyl)-N-(2-thiazolyl)imidazole-4-carboxamide trihydrochloride (742 mg), melting point 248-252° C. (decomposition). RXN SMILES: [CH3:24][C:25]#[N:26].[CH3:8][S:9]([O:10][CH:13]([C:14](=[O:15])[O:16][CH3:17])[c:18]1[cH:19][cH:20][cH:21][cH:22][cH:23]1)(=[O:11])=[O:12].[NH2:1][c:2]1[cH:3][cH:4][cH:5][cH:6][cH:7]1>>[NH:1]([c:2]1[cH:3][cH:4][cH:5][cH:6][cH:7]1)[CH:13]([C:14](=[O:15])[O:16][CH3:17])[c:18]1[cH:19][cH:20][cH:21][cH:22][cH:23]1. The reactants are CC#N, COC(=O)C(OS(C)(=O)=O)c1ccccc1, Nc1ccccc1. Product: COC(=O)C(Nc1ccccc1)c1ccccc1. Reactants: CCOC(=O)C(C(=O)OCC)C(=O)c1c(C)c(F)c(F)c(F)c1F, O, Cc1ccc(S(=O)(=O)O)cc1. Product: CCOC(=O)CC(=O)c1c(C)c(F)c(F)c(F)c1F. RXN SMILES: [CH3:1][c:2]1[c:3]([F:24])[c:4]([F:23])[c:5]([F:22])[c:6]([F:21])[c:7]1[C:8](=[O:9])[CH:10]([C:11](=[O:12])[O:13][CH2:14][CH3:15])[C:16]([O:17][CH2:18][CH3:19])=[O:20].[OH2:36].[c:25]1([CH3:26])[cH:27][cH:28][c:29]([S:30]([OH:31])(=[O:32])=[O:33])[cH:34][cH:35]1>>[CH3:1][c:2]1[c:3]([F:24])[c:4]([F:23])[c:5]([F:22])[c:6]([F:21])[c:7]1[C:8](=[O:9])[CH2:10][C:11](=[O:12])[O:13][CH2:14][CH3:15]. Starting materials: Clc1ccccc1-c1cc(NCCC2CCCCN2)n2ncc(Br)c2n1, C[Si](C)(C)N=C=O, ClCCl. Product: NC(=O)N1CCCCC1CCNc1cc(-c2ccccc2Cl)nc2c(Br)cnn12. As a reaction SMILES: [Br:1][c:2]1[cH:3][n:4][n:5]2[c:6]1[n:7][c:8](-[c:20]1[c:21]([Cl:26])[cH:22][cH:23][cH:24][cH:25]1)[cH:9][c:10]2[NH:11][CH2:12][CH2:13][CH:14]1[NH:15][CH2:16][CH2:17][CH2:18][CH2:19]1.[CH3:27][Si:28]([CH3:29])([CH3:30])[N:31]=[C:32]=[O:33].[Cl:34][CH2:35][Cl:36]>>[Br:1][c:2]1[cH:3][n:4][n:5]2[c:6]1[n:7][c:8](-[c:20]1[c:21]([Cl:26])[cH:22][cH:23][cH:24][cH:25]1)[cH:9][c:10]2[NH:11][CH2:12][CH2:13][CH:14]1[N:15]([C:32]([NH2:31])=[O:33])[CH2:16][CH2:17][CH2:18][CH2:19]1. The reactants are CC(CC)(C(C(C(CC)(C)C)=O)=O)C (3,3,6,6-tetramethyl-4,5-octanedione), C(C)(=O)[O-].[NH4+] (ammonium acetate), C(C)(=O)O (acetic acid), C([O-])(O)=O.[Na+] (sodium bicarbonate). Run at time 2 hour. Yields the product C(C)(C)(CC)C=1NC(=CC1)C(C)(C)CC (2,5-di-tert-amylpyrrole). Reaction SMILES: [CH3:1][C:2](C)([C:5](=O)[C:6](=O)[C:7]([CH3:11])([CH3:10])[CH2:8][CH3:9])CC.[C:15]([O-])(=O)[CH3:16].[NH4+:19].[C:20](=O)(O)[O-].[Na+].[C:25](O)(=O)[CH3:26]>>[C:7]([C:6]1[NH:19][C:1]([C:25]([CH2:15][CH3:16])([CH3:26])[CH3:20])=[CH:2][CH:5]=1)([CH2:8][CH3:9])([CH3:11])[CH3:10] |f:1.2,3.4|. Reported procedure: 33.6 g (0.146 mol) of 3,3,6,6-tetramethyl-4,5-octanedione, 22.51 g (0.292 moles) of ammonium acetate and 50.1 mL (0.0.876 moles) of acetic acid were refluxed to 140° C. overnight. The resulting product mixture was neutralized with sodium bicarbonate solution, then extracted with hexanes. The aqueous layer was washed 3× with 100 mL of hexanes. The hexane layer was washed 3× with 100 mL of water then stood over 20 g of anhydrous magnesium sulfate for 2 hrs then removed by filtration. Hexanes was t... Starting materials: Cl.O1CCOCC1 (dioxane-HCl), C(C)(C)(C)OC(=O)N1CCC(CC1)(C)C=1OC(=NN1)C(C)C (4-(5-isopropyl-(1,3,4)oxadiazol-2-yl)-4-methyl-piperidine-1-carboxylic acid tert-butyl ester). Run in O1CCOCC1 (dioxane). Reaction conditions: time 2 hour. Product: C(C)(C)C1=NN=C(O1)C1(CCNCC1)C (4-(5-Isopropyl-(1,3,4)oxadiazol-2-yl)-4-methyl-piperidine). Yield: 117.5%. RXN SMILES: Cl.O1CCOCC1.C(OC([N:15]1[CH2:20][CH2:19][C:18]([C:22]2[O:23][C:24]([CH:27]([CH3:29])[CH3:28])=[N:25][N:26]=2)([CH3:21])[CH2:17][CH2:16]1)=O)(C)(C)C>O1CCOCC1>[CH:27]([C:24]1[O:23][C:22]([C:18]2([CH3:21])[CH2:19][CH2:20][NH:15][CH2:16][CH2:17]2)=[N:26][N:25]=1)([CH3:29])[CH3:28] |f:0.1|. Procedure details: 150 mL saturated dioxane-HCl was added to 19 g 4-(5-isopropyl-(1,3,4)oxadiazol-2-yl)-4-methyl-piperidine-1-carboxylic acid tert-butyl ester in 100 mL dioxane at 0° C. The mixture was stirred at RT for 2 h. The precipitate was filtered and washed with ethyl acetate to give 15.1 g of the desired product. Starting materials: COC1=CC=C(C=C1)C1=CC=C(CO)C=C1 (4-(4′-methoxyphenyl)benzylalcohol). Reagents/catalysts: [O-2].[O-2].[Mn+4] (manganese dioxide). Run in O1CCCC1 (tetrahydrofuran). The product is COC1=CC=C(C=C1)C1=CC=C(C=C1)C=O (4′-Methoxy[1,1′-biphenyl]-4-carbaldehyde). Yield: 92.5%. RXN SMILES: [CH3:1][O:2][C:3]1[CH:8]=[CH:7][C:6]([C:9]2[CH:16]=[CH:15][C:12]([CH2:13][OH:14])=[CH:11][CH:10]=2)=[CH:5][CH:4]=1>[O-2].[O-2].[Mn+4].O1CCCC1>[CH3:1][O:2][C:3]1[CH:4]=[CH:5][C:6]([C:9]2[CH:16]=[CH:15][C:12]([CH:13]=[O:14])=[CH:11][CH:10]=2)=[CH:7][CH:8]=1 |f:1.2.3|. Reported procedure: A mixed solution of 4-(4′-methoxyphenyl)benzylalcohol (1.20 g, 5.60 mmol), manganese dioxide (2.0 g) and tetrahydrofuran (25 ml) was stirred at room temperature for 72 hours. The reaction solution was filtered and the filtrate was concentrated under reduced pressure. The residue was purified by silica gel column chromatography (hexane:ethyl acetate:tetrahydrofuran=5:1:1) to give the object compound (1.1 g) as colorless crystals. Melting point: 99-100° C.